Dataset: the Open Reaction Database (ORD), a public repository of structured organic reaction records. Task: describe an organic reaction: reactants, conditions, products, and yield The reactants are O=C([O-])O, O=C(O)c1ccc(S(=O)(=O)Cl)cc1Cl, O=S=C1C=CC(C(=O)O)=C(Cl)C1, Cl, [Na+], [Na+], [Na+], [Na+], [OH-], O, O=C(O)CCl, O=S([O-])[O-]. The product is CS(=O)(=O)c1ccc(C(=O)O)c(Cl)c1. Reaction SMILES: [C:7](=[O:8])([OH:9])[O-:10].[Cl:12][c:13]1[c:14]([C:15](=[O:16])[OH:17])[cH:18][cH:19][c:20]([S:22](=[O:23])(=[O:24])[Cl:25])[cH:21]1.[Cl:33][C:34]1=[C:41]([C:42]([OH:43])=[O:44])[CH:40]=[CH:39][C:36](=[S:37]=[O:38])[CH2:35]1.[ClH:45].[Na+:11].[Na+:32].[Na+:5].[Na+:6].[OH-:31].[OH2:46].[OH:26][C:27]([CH2:28][Cl:29])=[O:30].[S:1]([O-:2])([O-:3])=[O:4]>>[CH3:7][S:22]([c:20]1[cH:19][cH:18][c:14]([C:15](=[O:16])[OH:17])[c:13]([Cl:12])[cH:21]1)(=[O:23])=[O:24].